Task: describe an organic reaction: reactants, conditions, products, and yield. Dataset: the Open Reaction Database (ORD), a public repository of structured organic reaction records Starting materials: CO (methanol), ClC1=CC=C(C=C1)C1=C(C(=NN1C1=C(C=C(C=C1)Cl)Cl)C#N)C (5-(4-chlorophenyl)-1-(2,4-dichlorophenyl)-4-methyl-1H-pyrazole-3-carbonitrile), C1(CCCC1)C(=O)NN (cyclopentanecarbohydrazide), C([O-])([O-])=O.[K+].[K+] (potassium carbonate). Solvent: C(CCC)O (1-butanol). Conditions: time 10 minute. Product: ClC1=CC=C(C=C1)C1=C(C(=NN1C1=C(C=C(C=C1)Cl)Cl)C1=NNC(=N1)C1CCCC1)C (3-(5-(4-Chlorophenyl)-1-(2,4-dichlorophenyl)-4-methyl-1H-pyrazol-3-yl)-5-cyclopentyl-1H-1,2,4-triazole). RXN SMILES: [Cl:1][C:2]1[CH:7]=[CH:6][C:5]([C:8]2[N:12]([C:13]3[CH:18]=[CH:17][C:16]([Cl:19])=[CH:15][C:14]=3[Cl:20])[N:11]=[C:10]([C:21]#[N:22])[C:9]=2[CH3:23])=[CH:4][CH:3]=1.[CH:24]1([C:29]([NH:31][NH2:32])=O)[CH2:28][CH2:27][CH2:26][CH2:25]1.C(=O)([O-])[O-].[K+].[K+].CO>C(O)CCC>[Cl:1][C:2]1[CH:3]=[CH:4][C:5]([C:8]2[N:12]([C:13]3[CH:18]=[CH:17][C:16]([Cl:19])=[CH:15][C:14]=3[Cl:20])[N:11]=[C:10]([C:21]3[N:22]=[C:29]([CH:24]4[CH2:28][CH2:27][CH2:26][CH2:25]4)[NH:31][N:32]=3)[C:9]=2[CH3:23])=[CH:6][CH:7]=1 |f:2.3.4|. Procedure: A solution of 5-(4-chlorophenyl)-1-(2,4-dichlorophenyl)-4-methyl-1H-pyrazole-3-carbonitrile (300 mg, 0.83 mmol), cyclopentanecarbohydrazide (116 mg, 0.90 mmol) and potassium carbonate (57 mg, 0.41 mmol) dissolved in 1-butanol (2 ml) was placed in a sealed tube, stirred at room temperature for 10 minutes and then refluxed at 150° C. for 1 day. The mixture was cooled down to room temperature and methanol (4 ml) was added thereto, followed by filtering. The filtrate was purified by reverse phase pr... Starting materials: C(=O)(O)C1=CC=C(C2=CC=CC=C12)B(O)O (4-Carboxy-1-naphthylboronic acid), Cl.BrC=1C(=NC(=CC1)C)C (3-bromo-2,6-dimethylpyridine hydrochloride), C(=O)([O-])[O-].[Na+].[Na+] (Na2CO3). The reagents and catalysts are C=1C=CC(=CC1)[P](C=2C=CC=CC2)(C=3C=CC=CC3)[Pd]([P](C=4C=CC=CC4)(C=5C=CC=CC5)C=6C=CC=CC6)([P](C=7C=CC=CC7)(C=8C=CC=CC8)C=9C=CC=CC9)[P](C=1C=CC=CC1)(C=1C=CC=CC1)C=1C=CC=CC1 (tetrakis(triphenylphosphine)palladium). Solvent: COCCOC.O (DME water). The product is CC1=NC(=CC=C1C1=CC=C(C2=CC=CC=C12)C(=O)O)C (4-(2,6-Dimethylpyridin-3-yl)-1-naphthoic acid), powder. Isolated yield 69.0%. As a reaction SMILES: [C:1]([C:4]1[C:13]2[C:8](=[CH:9][CH:10]=[CH:11][CH:12]=2)[C:7](B(O)O)=[CH:6][CH:5]=1)([OH:3])=[O:2].Cl.Br[C:19]1[C:20]([CH3:26])=[N:21][C:22]([CH3:25])=[CH:23][CH:24]=1.C([O-])([O-])=O.[Na+].[Na+]>COCCOC.O.C1C=CC([P]([Pd]([P](C2C=CC=CC=2)(C2C=CC=CC=2)C2C=CC=CC=2)([P](C2C=CC=CC=2)(C2C=CC=CC=2)C2C=CC=CC=2)[P](C2C=CC=CC=2)(C2C=CC=CC=2)C2C=CC=CC=2)(C2C=CC=CC=2)C2C=CC=CC=2)=CC=1>[CH3:26][C:20]1[C:19]([C:7]2[C:8]3[C:13](=[CH:12][CH:11]=[CH:10][CH:9]=3)[C:4]([C:1]([OH:3])=[O:2])=[CH:5][CH:6]=2)=[CH:24][CH:23]=[C:22]([CH3:25])[N:21]=1 |f:1.2,3.4.5,6.7,^1:43,45,64,83|. Procedure details: A stirred mixture of D17 (0.32 g, 1.5 mmole), 3-bromo-2,6-dimethylpyridine hydrochloride (Synthesis 1974, 4, 293; 0.37 g, 1.6 mmole), Na2CO3 (0.48 g, 5.6 mmole) and tetrakis(triphenylphosphine)palladium (0) (0.08 g, 0.07 mmole) in 50% DME/water (20 ml) was heated at reflux under argon for 18 h. The mixture was concentrated in vacuo to 50% volume, diluted with water (20 ml), washed with EtOAc (2×10 ml), acidified with 2M HCl to pH 4 and extracted with DCM (3×25 ml). The combined extract was dried... The reactants are C(=O)(OC)C(CC(=O)OC)CC1=C(C=C(C=C1)OC)CN(C(=O)OC(C)(C)C)C(=O)OC(C)(C)C (methyl (±)-3-carbomethoxy-4-[2-bis(tert-butoxycarbonyl)aminomethyl-4-methoxyphenyl]butanoate). Run in C(Cl)(Cl)Cl (chloroform), FC(C(=O)O)(F)F (trifluoroacetic acid). Yields the product C(=O)(OC)C(CC(=O)OC)CC1=C(C=C(C=C1)OC)CN (Methyl (±)-3-carbomethoxy-4-[2-(aminomethyl)-4-methoxyphenyl]butanoate). Isolated yield 139.8%. RXN SMILES: [C:1]([CH:5]([CH2:11][C:12]1[CH:17]=[CH:16][C:15]([O:18][CH3:19])=[CH:14][C:13]=1[CH2:20][N:21](C(OC(C)(C)C)=O)C(OC(C)(C)C)=O)[CH2:6][C:7]([O:9][CH3:10])=[O:8])([O:3][CH3:4])=[O:2]>C(Cl)(Cl)Cl.FC(F)(F)C(O)=O>[C:1]([CH:5]([CH2:11][C:12]1[CH:17]=[CH:16][C:15]([O:18][CH3:19])=[CH:14][C:13]=1[CH2:20][NH2:21])[CH2:6][C:7]([O:9][CH3:10])=[O:8])([O:3][CH3:4])=[O:2]. Procedure details: A solution of methyl (±)-3-carbomethoxy-4-[2-bis(tert-butoxycarbonyl)aminomethyl-4-methoxyphenyl]butanoate (12 g) in chloroform (100 mL) and trifluoroacetic acid (50 mL) was stirred under argon at room temperature for 4 hr. The solution was then concentrated under vacuum to give the title compound (10 g, 100%) as a viscous oil: MS (ES) m/e 296.2 (M+H)+.